Dataset: the Open Reaction Database (ORD), a public repository of structured organic reaction records. Task: describe an organic reaction: reactants, conditions, products, and yield As a reaction SMILES: C([O:8][C:9]1[C:14]([N+:15]([O-:17])=[O:16])=[C:13]([C:18]2[CH:23]=[CH:22][C:21]([O:24][CH:25]([F:27])[F:26])=[CH:20][C:19]=2[Cl:28])[CH:12]=[CH:11][N:10]=1)C1C=CC=CC=1.C(O)(C(F)(F)F)=O>>[Cl:28][C:19]1[CH:20]=[C:21]([O:24][CH:25]([F:27])[F:26])[CH:22]=[CH:23][C:18]=1[C:13]1[CH:14]([N+:15]([O-:17])=[O:16])[C:9](=[O:8])[N:10]=[CH:11][CH:12]=1. Starting materials: C(C1=CC=CC=C1)OC1=NC=CC(=C1[N+](=O)[O-])C1=C(C=C(C=C1)OC(F)F)Cl (2-Benzyloxy-4-(2-chloro-4-difluoromethoxy-phenyl)-3-nitro-pyridine), C(=O)(C(F)(F)F)O (TFA), crude product. Procedure: 2-Benzyloxy-4-(2-chloro-4-difluoromethoxy-phenyl)-3-nitro-pyridine (5.40 g, 13.3 mmol) and TFA (25 mL) were treated as in Part B of Example 113 with the exception that the crude product was isolated as 3.90 g (93%) of 4-(2-chloro-4-difluoromethoxy-phenyl)-3-nitro-3H-pyridin-2-one: MS(AP) m/z 317.0 [(M+H)+, 90], 357.9 [(M+H+CH3CN)+, 100]. Isolated yield 92.6%. Yields the product ClC1=C(C=CC(=C1)OC(F)F)C=1C(C(N=CC1)=O)[N+](=O)[O-] (4-(2-chloro-4-difluoromethoxy-phenyl)-3-nitro-3H-pyridin-2-one). Starting materials: OC1(CCN(CC1)C(=O)OC(C)(C)C)C1=CC(=CC=C1)OC (tert-Butyl 4-hydroxy-4-(3-methoxyphenyl)piperidine-1-carboxylate), C(C)N(CC)S(F)(F)F (diethylaminosulfur trifluoride), crude product, Cl (hydrogen chloride). Product: Cl.COC=1C=C(C=CC1)C1(CCNCC1)F (4-(3-methoxyphenyl)-4-fluoropiperidine hydrochloride). The yield is 76.0%. As a reaction SMILES: O[C:2]1([C:15]2[CH:20]=[CH:19][CH:18]=[C:17]([O:21][CH3:22])[CH:16]=2)[CH2:7][CH2:6][N:5](C(OC(C)(C)C)=O)[CH2:4][CH2:3]1.C(N(S(F)(F)[F:29])CC)C.[ClH:32]>>[ClH:32].[CH3:22][O:21][C:17]1[CH:16]=[C:15]([C:2]2([F:29])[CH2:7][CH2:6][NH:5][CH2:4][CH2:3]2)[CH:20]=[CH:19][CH:18]=1 |f:3.4|. Procedure: This material was prepared from the reaction of tert-Butyl 4-hydroxy-4-(3-methoxyphenyl)piperidine-1-carboxylate with diethylaminosulfur trifluoride and deprotection of the crude product using methanolic hydrogen chloride as described in Step 2 of Example 1 to afford 4-(3-methoxyphenyl)-4-fluoropiperidine hydrochloride in 76% yield.